From a dataset of the Open Reaction Database (ORD), a public repository of structured organic reaction records. describe an organic reaction: reactants, conditions, products, and yield Starting materials: NC=1C=CC2=C(C=C(O2)C(=O)NC2=CC=C(C=C2)C2=CC=C(C=C2)S(=O)(=O)N[C@@H](C(C)C)C(=O)O)C1 (N-[(4′-{[(5-amino-1-benzofuran-2-yl)carbonyl]amino}-1,1′-biphenyl-4-yl)sulfonyl]-L-valine), resin, C(C)(C)N(C(C)C)CC (N,N-diisopropylethylamine), C(C)(=O)Cl (acetyl chloride). The solvent is C(Cl)Cl (methylene chloride). Run at time 2 hour. The product is C(C)(=O)NC=1C=CC2=C(C=C(O2)C(=O)NC2=CC=C(C=C2)C2=CC=C(C=C2)S(=O)(=O)N[C@@H](C(C)C)C(=O)O)C1 (N-{[4′-({[5-(acetylamino)-1-benzofuran-2-yl]carbonyl}amino)-1,1′-biphenyl-4-yl]sulfonyl}-L-valine). RXN SMILES: [NH2:1][C:2]1[CH:3]=[CH:4][C:5]2[O:9][C:8]([C:10]([NH:12][C:13]3[CH:18]=[CH:17][C:16]([C:19]4[CH:24]=[CH:23][C:22]([S:25]([NH:28][C@H:29]([C:33]([OH:35])=[O:34])[CH:30]([CH3:32])[CH3:31])(=[O:27])=[O:26])=[CH:21][CH:20]=4)=[CH:15][CH:14]=3)=[O:11])=[CH:7][C:6]=2[CH:36]=1.C(N(CC)C(C)C)(C)C.[C:46](Cl)(=[O:48])[CH3:47]>C(Cl)Cl>[C:46]([NH:1][C:2]1[CH:3]=[CH:4][C:5]2[O:9][C:8]([C:10]([NH:12][C:13]3[CH:18]=[CH:17][C:16]([C:19]4[CH:20]=[CH:21][C:22]([S:25]([NH:28][C@H:29]([C:33]([OH:35])=[O:34])[CH:30]([CH3:32])[CH3:31])(=[O:26])=[O:27])=[CH:23][CH:24]=4)=[CH:15][CH:14]=3)=[O:11])=[CH:7][C:6]=2[CH:36]=1)(=[O:48])[CH3:47]. Procedure details: N-[(4′-{[(5-amino-1-benzofuran-2-yl)carbonyl]amino}-1,1′-biphenyl-4-yl)sulfonyl]-L-valine-Wang resin (0.3 g), from Example 7, was suspended in methylene chloride (6 mL). To the suspension was added N,N-diisopropylethylamine (6.0 equiv.) and acetyl chloride (3.0 equiv.). The reaction was allowed to proceed at room temperature for 0. h and the reagent was removed by filtration. The resin was washed with methylene chloride (2×), methanol and methylene chloride (2×) before being treated with a 95% s... The product is COc1ccc(CNc2ncccc2-c2cn3c(CN4CCOCC4)csc3n2)cc1. Reaction SMILES: [Br:23][c:24]1[c:25](-[c:26]2[n:27][c:28]3[n:29]([cH:30]2)[c:31]([CH2:32][N:33]2[CH2:34][CH2:35][O:36][CH2:37][CH2:38]2)[cH:39][s:40]3)[cH:41][cH:42][cH:43][n:44]1.[CH3:45][O:46][c:47]1[cH:48][cH:49][c:50]([CH2:51][NH2:52])[cH:53][cH:54]1.[CH3:55][c:56]1[cH:57][cH:58][cH:59][cH:60][cH:61]1.[Cl:1][c:2]1[n:3][cH:4][cH:5][cH:6][c:7]1-[c:8]1[n:9][c:10]2[s:11][cH:12][c:13]([CH2:16][N:17]3[CH2:18][CH2:19][O:20][CH2:21][CH2:22]3)[n:14]2[cH:15]1>>[c:2]1([NH:52][CH2:51][c:50]2[cH:49][cH:48][c:47]([O:46][CH3:45])[cH:54][cH:53]2)[n:3][cH:4][cH:5][cH:6][c:7]1-[c:8]1[n:9][c:10]2[s:11][cH:12][c:13]([CH2:16][N:17]3[CH2:18][CH2:19][O:20][CH2:21][CH2:22]3)[n:14]2[cH:15]1. Starting materials: Brc1ncccc1-c1cn2c(CN3CCOCC3)csc2n1, COc1ccc(CN)cc1, Cc1ccccc1, Clc1ncccc1-c1cn2c(CN3CCOCC3)csc2n1.